Dataset: the Open Reaction Database (ORD), a public repository of structured organic reaction records. Task: describe an organic reaction: reactants, conditions, products, and yield The reactants are CCO, COc1cc(Cc2cnc(N[N+](=O)[O-])[nH]c2=O)ccn1, NCCSCc1nccs1. The product is COc1cc(Cc2cnc(NCCSCc3nccs3)[nH]c2=O)ccn1. RXN SMILES: [CH3:31][CH2:32][OH:33].[N+:1]([O-:2])(=[O:3])[NH:4][c:5]1[n:6][cH:7][c:8]([CH2:12][c:13]2[cH:14][c:15]([O:19][CH3:20])[n:16][cH:17][cH:18]2)[c:9](=[O:11])[nH:10]1.[s:21]1[c:22]([CH2:26][S:27][CH2:28][CH2:29][NH2:30])[n:23][cH:24][cH:25]1>>[NH:4]([c:5]1[n:6][cH:7][c:8]([CH2:12][c:13]2[cH:14][c:15]([O:19][CH3:20])[n:16][cH:17][cH:18]2)[c:9](=[O:11])[nH:10]1)[CH2:29][CH2:28][S:27][CH2:26][c:22]1[s:21][cH:25][cH:24][n:23]1. The reactants are Cl.NC1=C(CN(CC)CC)C=C(C=C1Br)C (2-amino-3-bromo-N,N-diethyl-5-methyl-benzylamine hydrochloride), C(C)(=O)OC(C)=O (acetic acid anhydride). Yields the product Cl.N(C(=O)C)C1=C(CN(CC)CC)C=C(C=C1Br)C (2-acetamino-3-bromo-N,N-diethyl-5-methyl-benzylamine hydrochloride). Reaction SMILES: [ClH:1].[NH2:2][C:3]1[C:14]([Br:15])=[CH:13][C:12]([CH3:16])=[CH:11][C:4]=1[CH2:5][N:6]([CH2:9][CH3:10])[CH2:7][CH3:8].[C:17](OC(=O)C)(=[O:19])[CH3:18]>>[ClH:1].[NH:2]([C:3]1[C:14]([Br:15])=[CH:13][C:12]([CH3:16])=[CH:11][C:4]=1[CH2:5][N:6]([CH2:9][CH3:10])[CH2:7][CH3:8])[C:17]([CH3:18])=[O:19] |f:0.1,3.4|. Procedure details: 1.53 gm of 2-amino-3-bromo-N,N-diethyl-5-methyl-benzylamine hydrochloride were dissolved in 50 ml of acetic acid anhydride at 75° C. The solution was evaporated to dryness in vacuo, and the residue was recrystallized from ethanol, yielding 2-acetamino-3-bromo-N,N-diethyl-5-methyl-benzylamine hydrochloride, m.p. 170-172° C. Starting materials: O=C([O-])[O-], CC#N, Cl, O=C(c1cc(C(F)(F)F)cc(C(F)(F)F)c1)N1CCNCC1Cc1ccc2ccccc2c1, [I-], [K+], [K+], [K+], ClCC#CCN1CCSCC1. Product: Cl, Cl, O=C(c1cc(C(F)(F)F)cc(C(F)(F)F)c1)N1CCN(CC#CCN2CCSCC2)CC1Cc1ccc2ccccc2c1. As a reaction SMILES: [C:46](=[O:47])([O-:48])[O-:49].[CH3:54][C:55]#[N:56].[ClH:34].[F:1][C:2]([c:3]1[cH:4][c:5]([C:6](=[O:7])[N:8]2[CH:9]([CH2:14][c:15]3[cH:16][c:17]4[cH:18][cH:19][cH:20][cH:21][c:22]4[cH:23][cH:24]3)[CH2:10][NH:11][CH2:12][CH2:13]2)[cH:25][c:26]([C:28]([F:29])([F:30])[F:31])[cH:27]1)([F:32])[F:33].[I-:53].[K+:50].[K+:51].[K+:52].[S:35]1[CH2:36][CH2:37][N:38]([CH2:41][C:42]#[C:43][CH2:44][Cl:45])[CH2:39][CH2:40]1>>[ClH:34].[ClH:45].[F:1][C:2]([c:3]1[cH:4][c:5]([C:6](=[O:7])[N:8]2[CH:9]([CH2:14][c:15]3[cH:16][c:17]4[cH:18][cH:19][cH:20][cH:21][c:22]4[cH:23][cH:24]3)[CH2:10][N:11]([CH2:44][C:43]#[C:42][CH2:41][N:38]3[CH2:37][CH2:36][S:35][CH2:40][CH2:39]3)[CH2:12][CH2:13]2)[cH:25][c:26]([C:28]([F:29])([F:30])[F:31])[cH:27]1)([F:32])[F:33]. The reactants are CC1(COC(OC1)C(C)[C@H]1CC[C@H]2[C@@H]3[C@@H](C=C4C[C@H]([C@H]5[C@@H]([C@]4(C)[C@H]3CC[C@]12C)O5)O)OC(=O)OC)C (20-(5,5-dimethyl-1,3-dioxan-2-yl)-1α,2α-epoxy-7α-methoxycarbonyloxypregn-5-en-3β-ol), CC1(COC(OC1)C(C)[C@H]1CC[C@H]2[C@@H]3[C@@H](C=C4C[C@H]([C@H]5[C@@H]([C@]4(C)[C@H]3CC[C@]12C)O5)O)O)C (20-(5,5-dimethyl-1,3-dioxan-2-yl)-1α,2α-epoxypregn-5-ene-3β,7α-diol). Product: O1[C@H]2[C@@H]1[C@@H](CC1=C[C@H]([C@H]3[C@@H]4CC[C@H](C(C)C=O)[C@]4(CC[C@@H]3[C@@]21C)C)OC(=O)OC)O (1α,2α-epoxy-3β-hydroxy-7α-methoxycarbonyloxypregn-5-ene-20-carbaldehyde). The yield is 62.1%. As a reaction SMILES: CC1(C)CO[CH:5]([CH:8]([C@@H:10]2[C@:27]3([CH3:28])[C@H:13]([C@H:14]4[C@H:24]([CH2:25][CH2:26]3)[C@:22]3([CH3:23])[C:17]([CH2:18][C@@H:19]([OH:30])[C@@H:20]5[O:29][C@@H:21]53)=[CH:16][C@H:15]4[O:31][C:32]([O:34][CH3:35])=[O:33])[CH2:12][CH2:11]2)[CH3:9])[O:4]C1.CC1(C)COC(C([C@@H]2[C@]3(C)[C@H]([C@H]4[C@H](CC3)[C@]3(C)C(C[C@@H](O)[C@@H]5O[C@@H]53)=C[C@H]4O)CC2)C)OC1>>[O:29]1[C@H:20]2[C@H:19]([OH:30])[CH2:18][C:17]3[C@:22]([CH3:23])([C@@H:21]12)[C@@H:24]1[C@H:14]([C@H:13]2[C@:27]([CH3:28])([CH2:26][CH2:25]1)[C@@H:10]([CH:8]([CH:5]=[O:4])[CH3:9])[CH2:11][CH2:12]2)[C@H:15]([O:31][C:32]([O:34][CH3:35])=[O:33])[CH:16]=3. Reported procedure: The procedure of Example 36 was repeated except that 2.5 mg (0.005 mmole) of 20-(5,5-dimethyl-1,3-dioxan-2-yl)-1α,2α-epoxy-7α-methoxycarbonyloxypregn-5-en-3β-ol was used in lieu of 2.2 mg of 20-(5,5-dimethyl-1,3-dioxan-2-yl)-1α,2α-epoxypregn-5-ene-3β,7α-diol to give 1.3 mg of 1α,2α-epoxy-3β-hydroxy-7α-methoxycarbonyloxypregn-5-ene-20-carbaldehyde (yield: 62%). Reactants: C(C)(C)(C)OC(N(C1=NC(=C(C=C1)C(C1=CN(C2=NC=C(C=C21)OC)[Si](C(C)C)(C(C)C)C(C)C)O)F)CC2=C(C=CC=C2)Cl)=O ((2-chloro-benzyl)-{6-fluoro-5-[hydroxy-(5-methoxy-1-triisopropylsilanyl-1H-pyrrolo[2,3-b]pyridin-3-yl)-methyl]-pyridin-2-yl}-carbamic acid tert-butyl ester), C(C)[SiH](CC)CC (triethylsilane), FC(C(=O)O)(F)F (trifluoroacetic acid), C([O-])([O-])=O.[K+].[K+] (potassium carbonate). The solvent is ClCCl (dichloromethane). Conditions: time 4 hour. Product: ClC1=C(CNC2=NC(=C(C=C2)CC2=CNC3=NC=C(C=C32)OC)F)C=CC=C1 ((2-chloro-benzyl)-[6-fluoro-5-(5-methoxy-1H-pyrrolo[2,3-b]pyridin-3-ylmethyl)-pyridin-2-yl]-amine). Isolated yield 25.6%. Reaction SMILES: C(OC(=O)[N:7]([CH2:38][C:39]1[CH:44]=[CH:43][CH:42]=[CH:41][C:40]=1[Cl:45])[C:8]1[CH:13]=[CH:12][C:11]([CH:14](O)[C:15]2[C:23]3[C:18](=[N:19][CH:20]=[C:21]([O:24][CH3:25])[CH:22]=3)[N:17]([Si](C(C)C)(C(C)C)C(C)C)[CH:16]=2)=[C:10]([F:37])[N:9]=1)(C)(C)C.C([SiH](CC)CC)C.FC(F)(F)C(O)=O.C(=O)([O-])[O-].[K+].[K+]>ClCCl>[Cl:45][C:40]1[CH:41]=[CH:42][CH:43]=[CH:44][C:39]=1[CH2:38][NH:7][C:8]1[CH:13]=[CH:12][C:11]([CH2:14][C:15]2[C:23]3[C:18](=[N:19][CH:20]=[C:21]([O:24][CH3:25])[CH:22]=3)[NH:17][CH:16]=2)=[C:10]([F:37])[N:9]=1 |f:3.4.5|. Procedure details: To (2-chloro-benzyl)-{6-fluoro-5-[hydroxy-(5-methoxy-1-triisopropylsilanyl-1H-pyrrolo[2,3-b]pyridin-3-yl)-methyl]-pyridin-2-yl}-carbamic acid tert-butyl ester (176, 400 mg, 0.598 mmol) in 20.0 mL of dichloromethane, triethylsilane (2.00 mL, 12.5 mmol) and trifluoroacetic acid (1.00 mL, 13.0 mmol) were added. The reaction was stirred at room temperature for 4 hours, then poured into aqueous potassium carbonate and extracted with ethyl acetate. The organic layer was dried over sodium sulfate, filt... Starting materials: ClC(=O)OC (methyl chloroformate), C(C=C)SC1=CC(=C(C=C1)N)N (4-(2-propenylthio)-o-phenylenediamine), S(=O)(=O)(O)O.CSC(N)=N (2-methyl-2-thiopseudourea sulfate), [OH-].[Na+] (NaOH). Solvent: C(C)(=O)O (acetic acid), O (water), CO (methanol). Reaction conditions: time 10 minute. The product is C(C=C)SC1=CC2=C(NC(=N2)NC(OC)=O)C=C1 ([5-(2-Propenylthio)-1H-benzimidazol-2-yl]carbamic acid, methyl ester). RXN SMILES: S(O)(O)(=O)=O.CS[C:8](=[NH:10])[NH2:9].Cl[C:12]([O:14][CH3:15])=[O:13].[OH-].[Na+].[CH2:18]([S:21][C:22]1[CH:27]=[CH:26][C:25]([NH2:28])=[C:24](N)[CH:23]=1)[CH:19]=[CH2:20]>O.CO.C(O)(=O)C>[CH2:18]([S:21][C:22]1[CH:27]=[CH:26][C:25]2[NH:28][C:8]([NH:9][C:12](=[O:13])[O:14][CH3:15])=[N:10][C:24]=2[CH:23]=1)[CH:19]=[CH2:20] |f:0.1,3.4|. Procedure: To a mixture of 5.7 g of 2-methyl-2-thiopseudourea sulfate in 3.4 ml of water there is added at 0° 3.6 ml of methyl chloroformate. The mixture is stirred for 10 minutes at this temperature. Then, there is added dropwise 7.6 ml of 25% NaOH. The temperature is kept below 25° and the mixture is stirred for 10 minutes. Then, 3.8 ml of acetic acid is added and again the temperature is kept below 25°. After a stirring period of 10 minutes, there is added the total of 4-(2-propenylthio)-o-phenylenediam... Starting materials: C(C)(C)(C)OC(=O)NC1CC2=CC=C(C=C2C1)OS(=O)(=O)C(F)(F)F (2-(tert-butoxycarbonylamino)-5-trifluoromethanesulfonyloxyindan), CC1=CC=C(C=C1)/C=C/B(O)O ((E)-2-(4-methylphenyl)ethenylboronic acid), C([O-])([O-])=O.[Na+].[Na+] (sodium carbonate), [Cl-].[Li+] (lithium chloride). The reagents and catalysts are C=1C=CC(=CC1)[P](C=2C=CC=CC2)(C=3C=CC=CC3)[Pd]([P](C=4C=CC=CC4)(C=5C=CC=CC5)C=6C=CC=CC6)([P](C=7C=CC=CC7)(C=8C=CC=CC8)C=9C=CC=CC9)[P](C=1C=CC=CC1)(C=1C=CC=CC1)C=1C=CC=CC1 (Pd(PPh3)4). The solvent is CCOCC (ether), C(C)O (ethanol), C1(=CC=CC=C1)C (toluene). Product: C(C)(C)(C)OC(=O)NC1CC2=CC=C(C=C2C1)\C=C\C1=CC=C(C=C1)C (2-(tert-Butoxycarbonylamino)-5-[(E)-2-(4-methylphenyl)ethenyl]indan). Yield: 78.3%. As a reaction SMILES: [C:1]([O:5][C:6]([NH:8][CH:9]1[CH2:17][C:16]2[C:11](=[CH:12][CH:13]=[C:14](OS(C(F)(F)F)(=O)=O)[CH:15]=2)[CH2:10]1)=[O:7])([CH3:4])([CH3:3])[CH3:2].[CH3:26][C:27]1[CH:32]=[CH:31][C:30](/[CH:33]=[CH:34]/B(O)O)=[CH:29][CH:28]=1.C(=O)([O-])[O-].[Na+].[Na+].[Cl-].[Li+]>CCOCC.C1C=CC([P]([Pd]([P](C2C=CC=CC=2)(C2C=CC=CC=2)C2C=CC=CC=2)([P](C2C=CC=CC=2)(C2C=CC=CC=2)C2C=CC=CC=2)[P](C2C=CC=CC=2)(C2C=CC=CC=2)C2C=CC=CC=2)(C2C=CC=CC=2)C2C=CC=CC=2)=CC=1.C(O)C.C1(C)C=CC=CC=1>[C:1]([O:5][C:6]([NH:8][CH:9]1[CH2:17][C:16]2[C:11](=[CH:12][CH:13]=[C:14](/[CH:34]=[CH:33]/[C:30]3[CH:31]=[CH:32][C:27]([CH3:26])=[CH:28][CH:29]=3)[CH:15]=2)[CH2:10]1)=[O:7])([CH3:4])([CH3:3])[CH3:2] |f:2.3.4,5.6,^1:54,56,75,94|. Reported procedure: 2-(tert-butoxycarbonylamino)-5-trifluoromethanesulfonyloxyindan (260 mg, 0.69 mmol), (E)-2-(4-methylphenyl)ethenylboronic acid (180 mg), toluene (7 ml), Pd(PPh3)4 (30 mg, 0.026 mmol), 2M sodium carbonate (0.99 ml), ethanol (3.0 ml), and lithium chloride (64 mg, 1.5 mmol) were heated to reflux for 5 hours. The reaction mixture was diluted with ether, washed with water, dried, and then the solvent was distilled off under reduced pressure. The residue obtained was purified by silica gel chromatogra... Yields the product C[Si](C)(C)CCOCn1ccc2nc(NC(=O)NC3CCN(S(C)(=O)=O)CC3)cnc21. The reactants are CS(=O)(=O)Cl, CCN(C(C)C)C(C)C, ClCCl, Cl, Cl, C[Si](C)(C)CCOCn1ccc2nc(NC(=O)NC3CCNCC3)cnc21. As a reaction SMILES: [CH3:39][S:40]([Cl:41])(=[O:42])=[O:43].[CH:30]([N:31]([CH2:32][CH3:33])[CH:34]([CH3:35])[CH3:36])([CH3:37])[CH3:38].[Cl:44][CH2:45][Cl:46].[ClH:1].[ClH:2].[NH:3]1[CH2:4][CH2:5][CH:6]([NH:9][C:10](=[O:11])[NH:12][c:13]2[n:14][c:15]3[c:16]([n:17][cH:18]2)[n:19]([CH2:22][O:23][CH2:24][CH2:25][Si:26]([CH3:27])([CH3:28])[CH3:29])[cH:20][cH:21]3)[CH2:7][CH2:8]1>>[N:3]1([S:40]([CH3:39])(=[O:42])=[O:43])[CH2:4][CH2:5][CH:6]([NH:9][C:10](=[O:11])[NH:12][c:13]2[n:14][c:15]3[c:16]([n:17][cH:18]2)[n:19]([CH2:22][O:23][CH2:24][CH2:25][Si:26]([CH3:27])([CH3:28])[CH3:29])[cH:20][cH:21]3)[CH2:7][CH2:8]1.